This data is from the Open Reaction Database (ORD), a public repository of structured organic reaction records. The task is: describe an organic reaction: reactants, conditions, products, and yield The reactants are [OH-].[Na+] (NaOH), ClC=1C(=NC=2C=C3C(=CC2N1)C=CC=C3)NCC#C (2-Chloro-3-(propargylamino)benzo[g]quinoxaline), OS(=O)(=O)O (H2SO4), ice water. Conditions: temperature 80 celsius, time 1 hour. Product: ClC=1C=2N(C3=CC4=C(C=C3N1)C=CC=C4)C(=CN2)C (4-chloro-1-methylbenzo[g]imidazo[1,2-a]quinoxaline). Yield: 29.5%. Reaction SMILES: [Cl:1][C:2]1[C:3]([NH:16][CH2:17][C:18]#[CH:19])=[N:4][C:5]2[CH:6]=[C:7]3[CH:15]=[CH:14][CH:13]=[CH:12][C:8]3=[CH:9][C:10]=2[N:11]=1.OS(O)(=O)=O.[OH-].[Na+]>>[Cl:1][C:2]1[C:3]2[N:4]([C:18]([CH3:19])=[CH:17][N:16]=2)[C:5]2[C:10]([N:11]=1)=[CH:9][C:8]1[CH:12]=[CH:13][CH:14]=[CH:15][C:7]=1[CH:6]=2 |f:2.3|. Procedure: 2-Chloro-3-(propargylamino)benzo[g]quinoxaline (0.420 g, 1.57 mmol) was treated with 4 mL of concentrated H2SO4 and the mixture was stirred at 80° C. for 1 hour, cooled to RT and poured into ice water. The mixture was cautiously neutralized with aqueous NaOH, and the resulting precipitate was filtered, washed with water, and dried in vacuo to give the title compound as a beige solid (0.124 g, 30%); mp 221-223° C.; IR (KBr, cm−1)1538, 1479, 1456, 1398, 1101, 919; 1H NMR (DMSO) δ 8.79 (s, 1H), 8.5... The reactants are C1CCOC1, CC(C(=O)[O-])c1cccc([N+](=O)[O-])c1, C[Si](C)(C)[N-][Si](C)(C)C, [Cl-], CI, [Li+], [NH4+]. The product is COC(=O)C(C)c1cccc([N+](=O)[O-])c1. RXN SMILES: [CH2:29]1[O:30][CH2:31][CH2:32][CH2:33]1.[CH3:11][CH:12]([C:13](=[O:14])[O-:15])[c:16]1[cH:17][c:18]([N+:22](=[O:23])[O-:24])[cH:19][cH:20][cH:21]1.[CH3:1][Si:2]([CH3:3])([CH3:4])[N-:5][Si:6]([CH3:7])([CH3:8])[CH3:9].[Cl-:27].[I:25][CH3:26].[Li+:10].[NH4+:28]>>[CH3:11][CH:12]([C:13](=[O:14])[O:15][CH3:26])[c:16]1[cH:17][c:18]([N+:22](=[O:23])[O-:24])[cH:19][cH:20][cH:21]1. Reactants: C(C)(C)Br (isopropylbromide), BrC=1C=CC(NC1)=O (5-bromo-1H-pyridin-2-one). Product: BrC=1C=CC(=NC1)OC(C)C (5-Bromo-2-isopropoxypyridine). RXN SMILES: [CH:1](Br)([CH3:3])[CH3:2].[Br:5][C:6]1[CH:7]=[CH:8][C:9](=[O:12])[NH:10][CH:11]=1>>[Br:5][C:6]1[CH:7]=[CH:8][C:9]([O:12][CH:1]([CH3:3])[CH3:2])=[N:10][CH:11]=1. Procedure: The sub-title compound was prepared in accordance with Example 36(b) from isopropylbromide and 5-bromo-1H-pyridin-2-one. Reactants: C1=CC=CC=2C1=C1NC3=CC=CC=C3C1=CC2 (11H-benzo[a]carbazole), C(=O)([O-])[O-].[K+].[K+] (K2CO3), O (water), CC(=O)C1=CC=C(C=C1)F (4-fluoroacetophenone). The solvent is CS(=O)C (DMSO). Run at time 1 hour. The product is C1=CC=CC=2C1=C1N(C3=CC=CC=C3C1=CC2)C2=CC=C(C=C2)C(C)=O (1-(4-Benzo[a]carbazol-11-yl-phenyl)-ethanone). RXN SMILES: [CH:1]1[C:6]2=[C:7]3[C:15](=[CH:16][CH:17]=[C:5]2[CH:4]=[CH:3][CH:2]=1)[C:14]1[C:9](=[CH:10][CH:11]=[CH:12][CH:13]=1)[NH:8]3.C([O-])([O-])=O.[K+].[K+].[CH3:24][C:25]([C:27]1[CH:32]=[CH:31][C:30](F)=[CH:29][CH:28]=1)=[O:26].O>CS(C)=O>[CH:1]1[C:6]2=[C:7]3[C:15](=[CH:16][CH:17]=[C:5]2[CH:4]=[CH:3][CH:2]=1)[C:14]1[C:9](=[CH:10][CH:11]=[CH:12][CH:13]=1)[N:8]3[C:30]1[CH:31]=[CH:32][C:27]([C:25](=[O:26])[CH3:24])=[CH:28][CH:29]=1 |f:1.2.3|. Procedure: To 11H-benzo[a]carbazole (2.00 g, 9.22 mmol) in DMSO (20 mL) is added K2CO3 (3.85 g, 27.9 mmol) at 180° C., and then the mixture is stirred for 1 hour. To the mixture is added 4-fluoroacetophenone (1.28 g, 9.228 mmol). After stirring for 8 hours, the reaction mixture is cooled to room temperature, and poured into water. The crude product is extracted with ethyl acetate, and it is washed with water and brine. The organic layer is dried over MgSO4. After concentration, the crude product is purifie... The reactants are Cl.C(C)N=C=NCCCN(C)C (1-Ethyl-3-(3′-dimethylaminopropyl)-carbodiimide hydrochloride), C(CCCCC)C=1C=C2C=CC=C(C2=CC1)C(=O)O (6-hexyl-1-naphthoic acid), NC=1C=C(OCC(=O)OC(C)C)C=CC1 (isopropyl 2-(3-aminophenoxy)acetate). Run in C(Cl)Cl (CH2Cl2). Conditions: time 8 hour. Product: C(CCCCC)C=1C=C2C=CC=C(C2=CC1)C(=O)NC=1C=C(OCC(=O)OC(C)C)C=CC1 (isopropyl 2-(3-(6-Hexyl-1-naphthamido)phenoxy)acetate). Yield: 23.1%. Reaction SMILES: Cl.C(N=C=NCCCN(C)C)C.[CH2:13]([C:19]1[CH:20]=[C:21]2[C:26](=[CH:27][CH:28]=1)[C:25]([C:29]([OH:31])=O)=[CH:24][CH:23]=[CH:22]2)[CH2:14][CH2:15][CH2:16][CH2:17][CH3:18].[NH2:32][C:33]1[CH:34]=[C:35]([CH:44]=[CH:45][CH:46]=1)[O:36][CH2:37][C:38]([O:40][CH:41]([CH3:43])[CH3:42])=[O:39]>C(Cl)Cl>[CH2:13]([C:19]1[CH:20]=[C:21]2[C:26](=[CH:27][CH:28]=1)[C:25]([C:29]([NH:32][C:33]1[CH:34]=[C:35]([CH:44]=[CH:45][CH:46]=1)[O:36][CH2:37][C:38]([O:40][CH:41]([CH3:42])[CH3:43])=[O:39])=[O:31])=[CH:24][CH:23]=[CH:22]2)[CH2:14][CH2:15][CH2:16][CH2:17][CH3:18] |f:0.1|. Reported procedure: 1-Ethyl-3-(3′-dimethylaminopropyl)-carbodiimide hydrochloride (EDCI, 157 mg) was added to a solution of 6-hexyl-1-naphthoic acid (161 mg, 0.63 mmol) and isopropyl 2-(3-aminophenoxy)acetate (131 mg, 0.63 mmol) in CH2Cl2 (6.3 mL) and the solution was stirred at room temperature overnight. The reaction was concentrated in vacuo, diluted with water (25 mL) and extracted with EtOAc (2×25 mL). The combined organic phase was washed with 1 N aqueous HCl (20 mL), saturated aqueous NaHCO3 (20 mL) and brin...